describe an organic reaction: reactants, conditions, products, and yield From a dataset of the Open Reaction Database (ORD), a public repository of structured organic reaction records. Reactants: amine, C(C)(C)(C)OC(=O)N1C(=CC2=CC(=CC=C12)CNCCNC(=O)OC(C)(C)C)C=1C(NC2=CC=CC=C2C1)=O (tert-butyl-5-[({2-[(tert-butoxycarbonyl)amino]ethyl} amino)methyl]-2-(2-oxo-1,2-dihydroquinolin-3-yl)-1H-indole-1-carboxylate), S(=O)(=O)(Cl)Cl (sulfonyl chloride), C(C)(C)N(CC)C(C)C (diisopropylethylamine). Solvent: CN(C=O)C (N,N-dimethylformamide). Product: C(C)(C)(C)OC(=O)NCCN(S(=O)(=O)C=C)CC=1C=C2C=C(N(C2=CC1)C(=O)OC(C)(C)C)C=1C(NC2=CC=CC=C2C1)=O (tert-butyl 5-{[{2-[(tert-butoxycarbonyl)amino]ethyl}(vinylsulfonyl)amino]methyl}-2-(2-oxo-1,2-dihydroquinolin-3-yl)-1H-indole-1-carboxylate). RXN SMILES: [C:1]([O:5][C:6]([N:8]1[C:16]2[C:11](=[CH:12][C:13]([CH2:17][NH:18][CH2:19][CH2:20][NH:21][C:22]([O:24][C:25]([CH3:28])([CH3:27])[CH3:26])=[O:23])=[CH:14][CH:15]=2)[CH:10]=[C:9]1[C:29]1[C:30](=[O:39])[NH:31][C:32]2[C:37]([CH:38]=1)=[CH:36][CH:35]=[CH:34][CH:33]=2)=[O:7])([CH3:4])([CH3:3])[CH3:2].[S:40](Cl)(Cl)(=[O:42])=[O:41].[CH:45](N(C(C)C)CC)(C)[CH3:46]>CN(C)C=O>[C:25]([O:24][C:22]([NH:21][CH2:20][CH2:19][N:18]([CH2:17][C:13]1[CH:12]=[C:11]2[C:16](=[CH:15][CH:14]=1)[N:8]([C:6]([O:5][C:1]([CH3:2])([CH3:3])[CH3:4])=[O:7])[C:9]([C:29]1[C:30](=[O:39])[NH:31][C:32]3[C:37]([CH:38]=1)=[CH:36][CH:35]=[CH:34][CH:33]=3)=[CH:10]2)[S:40]([CH:45]=[CH2:46])(=[O:42])=[O:41])=[O:23])([CH3:28])([CH3:27])[CH3:26]. Procedure details: The amine made above 11-2 (120 mg, 0.23 mmol) was dissolved in 5.0 mL of dry N,N-dimethylformamide and allowed to stir at ambient temperature. Then sulfonyl chloride (35 μL, 0.34 mmol) and diisopropylethylamine (125 μL, 0.72 mmol) were added via pipette, respectively. The reaction was stirred for 10 hours until completion via LCMS analysis. The crude reaction solution was partitioned between ethyl acetate (15 mL) and half-saturated NaHCO3 solution (100 mL). The layers were separated and the aque... Starting materials: O=C([O-])[O-], C=CCc1cc(OCc2ccccc2)cc(CC=C)c1O, Cc1ccc(S(=O)(=O)OCCc2nc(-c3ccccc3)oc2C)cc1, [Cs+], [Cs+], CN(C)C=O. Yields the product C=CCc1cc(OCc2ccccc2)cc(CC=C)c1OCCc1nc(-c2ccccc2)oc1C. Reaction SMILES: [C:47](=[O:48])([O-:49])[O-:50].[CH2:1]([CH:2]=[CH2:3])[c:4]1[c:5]([OH:21])[c:6]([CH2:18][CH:19]=[CH2:20])[cH:7][c:8]([O:10][CH2:11][c:12]2[cH:13][cH:14][cH:15][cH:16][cH:17]2)[cH:9]1.[CH3:22][c:23]1[c:24]([CH2:34][CH2:35][O:36][S:37]([c:38]2[cH:39][cH:40][c:41]([CH3:42])[cH:43][cH:44]2)(=[O:45])=[O:46])[n:25][c:26](-[c:28]2[cH:29][cH:30][cH:31][cH:32][cH:33]2)[o:27]1.[Cs+:51].[Cs+:52].[O:53]=[CH:54][N:55]([CH3:56])[CH3:57]>>[CH2:1]([CH:2]=[CH2:3])[c:4]1[c:5]([O:21][CH2:35][CH2:34][c:24]2[c:23]([CH3:22])[o:27][c:26](-[c:28]3[cH:29][cH:30][cH:31][cH:32][cH:33]3)[n:25]2)[c:6]([CH2:18][CH:19]=[CH2:20])[cH:7][c:8]([O:10][CH2:11][c:12]2[cH:13][cH:14][cH:15][cH:16][cH:17]2)[cH:9]1. As a reaction SMILES: [Br:1][c:2]1[c:3]([CH:7]=[O:8])[o:4][cH:5][cH:6]1.[C:22]([O:23][BH-:24]([O:25][C:26](=[O:27])[CH3:28])[O:29][C:30](=[O:31])[CH3:32])(=[O:33])[CH3:34].[CH3:39][CH2:40][O:41][C:42]([CH3:43])=[O:44].[Cl:36][CH2:37][Cl:38].[N:9]1([C:15](=[O:16])[O:17][C:18]([CH3:19])([CH3:20])[CH3:21])[CH2:10][CH2:11][NH:12][CH2:13][CH2:14]1.[Na+:35]>>[Br:1][c:2]1[c:3]([CH2:7][N:12]2[CH2:11][CH2:10][N:9]([C:15](=[O:16])[O:17][C:18]([CH3:19])([CH3:20])[CH3:21])[CH2:14][CH2:13]2)[o:4][cH:5][cH:6]1. Reactants: O=Cc1occc1Br, CC(=O)O[BH-](OC(C)=O)OC(C)=O, CCOC(C)=O, ClCCl, CC(C)(C)OC(=O)N1CCNCC1, [Na+]. The product is CC(C)(C)OC(=O)N1CCN(Cc2occc2Br)CC1.